Dataset: the Open Reaction Database (ORD), a public repository of structured organic reaction records. Task: describe an organic reaction: reactants, conditions, products, and yield Reactants: COC(C1=C(N=C(C(=C1)O)C)C=1NC(C(N1)(C)C(C)C)=O)=O (5-hydroxy-2-(4-isopropyl-4-methyl-5-oxo-2-imidazolin-2-yl)-6-methyl-nicotinic acid methyl ester), [H-].[Na+] (sodium hydride), CS(=O)C (dimethyl sulfoxide), ice water, chlorodimethylsulfide. The product is COC(C1=C(N=C(C(=C1)OCSC)C)C=1NC(C(N1)(C)C(C)C)=O)=O (2-(4-isopropyl-4-methyl-5-oxo-2-imidazolin-2-yl)-6-methyl-5-methylthiomethoxy-nicotinic acid methyl ester). Reaction SMILES: [CH3:1][O:2][C:3](=[O:22])[C:4]1[CH:9]=[C:8]([OH:10])[C:7]([CH3:11])=[N:6][C:5]=1[C:12]1[NH:13][C:14](=[O:21])[C:15]([CH:18]([CH3:20])[CH3:19])([CH3:17])[N:16]=1.[H-].[Na+].[CH3:25][S:26]([CH3:28])=O>>[CH3:1][O:2][C:3](=[O:22])[C:4]1[CH:9]=[C:8]([O:10][CH2:25][S:26][CH3:28])[C:7]([CH3:11])=[N:6][C:5]=1[C:12]1[NH:13][C:14](=[O:21])[C:15]([CH:18]([CH3:20])[CH3:19])([CH3:17])[N:16]=1 |f:1.2|. Reported procedure: A solution of 2.5 g (8.19 mmol) 5-hydroxy-2-(4-isopropyl-4-methyl-5-oxo-2-imidazolin-2-yl)-6-methyl-nicotinic acid methyl ester in 25 ml dimethyl sulfoxide is reacted with 0.26 g (8.19 mmol) sodium hydride (80%) and after 10 minutes' stirring, 0.87 g (9.01 mmol) chlorodimethylsulfide is added. It is stirred overnight, then added to 500 ml ice water. The product is extracted with ethyl acetate, the extract is dried over magnesium sulfate, and compressed. The residue is chromatographed over silica... Reactants: C(C)(=O)C1=CC2=CC=C(C=C2C(=C1)F)OC (2-acetyl-4-fluoro-6-methoxynaphthalene), O (water), [H-].[Na+] (sodium hydride), C(C)(=O)OCC (ethyl acetate). Run in C(OC)COC (dimethoxyethane), C(OC)COC (dimethoxyethane). Reaction conditions: temperature 50 celsius, time 2 hour. Product: FC1=CC(=CC2=CC=C(C=C12)OC)C(=CC(C)=O)O (4-(4-Fluoro-6-methoxy-2-naphthyl)-4-hydroxy-but-3-en-2-one). The yield is 51.2%. RXN SMILES: [H-].[Na+].[C:3](OCC)(=[O:5])[CH3:4].[C:9]([C:12]1[CH:21]=[C:20]([F:22])[C:19]2[C:14](=[CH:15][CH:16]=[C:17]([O:23][CH3:24])[CH:18]=2)[CH:13]=1)(=[O:11])[CH3:10].O>C(COC)OC>[F:22][C:20]1[C:19]2[C:14](=[CH:15][CH:16]=[C:17]([O:23][CH3:24])[CH:18]=2)[CH:13]=[C:12]([C:9]([OH:11])=[CH:10][C:3](=[O:5])[CH3:4])[CH:21]=1 |f:0.1|. Reported procedure: A mixture of sodium hydride (0.048 mol) and ethyl acetate (4.22 g, 0.048 mol) in dry dimethoxyethane (10 ml) under nitrogen, was treated over 30 minutes at room temperature with a solution of 2-acetyl-4-fluoro-6-methoxynaphthalene (5.33 g, 0.024 mol) in dry dimethoxyethane (25 ml). The reaction mixture was then stirred at 50° C. for 31/2 hours. After cooling it was treated with water (50 ml) then dilute hydrochloric acid (50 ml) and the orange precipitate collected by filtration, washed with pet...